From a dataset of the Open Reaction Database (ORD), a public repository of structured organic reaction records. describe an organic reaction: reactants, conditions, products, and yield Reactants: C(C)(C)(C)OC(=O)N1CCC2=C(CC1)C(=C(C=C2)Cl)SC(N(C)C)=O (3-tert-butoxycarbonyl-7-chloro-6-dimethylcarbamoylthio-2,3,4,5-tetrahydro-1H-benzo[d]azepine), ClCC1=CC=C(C(=O)NCC(C)(C)C)C=C1 (4-chloromethyl-N-(2,2-dimethyl-propyl)-benzamide). Yields the product Cl.ClC1=C(C2=C(CCNCC2)C=C1)SCC1=CC=C(C=C1)C(NCC(C)(C)C)=O (7-Chloro-6-[4-(2,2-dimethyl-propylcarbamoyl)-benzylthio]-2,3,4,5-tetrahydro-1H-benzo[d]azepine Hydrochloride). As a reaction SMILES: C(OC([N:8]1[CH2:14][CH2:13][C:12]2[C:15]([S:20][C:21](=O)N(C)C)=[C:16]([Cl:19])[CH:17]=[CH:18][C:11]=2[CH2:10][CH2:9]1)=O)(C)(C)C.ClC[C:28]1[CH:41]=[CH:40][C:31]([C:32]([NH:34][CH2:35][C:36]([CH3:39])([CH3:38])[CH3:37])=[O:33])=[CH:30][CH:29]=1>>[ClH:19].[Cl:19][C:16]1[CH:17]=[CH:18][C:11]2[CH2:10][CH2:9][NH:8][CH2:14][CH2:13][C:12]=2[C:15]=1[S:20][CH2:21][C:28]1[CH:41]=[CH:40][C:31]([C:32](=[O:33])[NH:34][CH2:35][C:36]([CH3:38])([CH3:37])[CH3:39])=[CH:30][CH:29]=1 |f:2.3|. Procedure: Use a method similar to the Example 456, using 3-tert-butoxycarbonyl-7-chloro-6-dimethylcarbamoylthio-2,3,4,5-tetrahydro-1H-benzo[d]azepine and 4-chloromethyl-N-(2,2-dimethyl-propyl)-benzamide to give, after deprotection by a method similar to the General Procedure 14, the title compound as a white solid. MS (ES+) m/z: 417 (M+H)+. Reactants: CC(C)C[AlH]CC(C)C (DIBAL-H), C(C)OC(=O)C=1C=C2C(=C(C=NC2=CC1)S(=O)(=O)C)OCC (4-ethoxy-3-methanesulfonyl-quinoline-6-carboxylic acid ethyl ester), CC(=O)C (acetone), C(=O)=O (dry-ice). The solvent is C1(=CC=CC=C1)C (toluene), ClCCl (dichloromethane), CO (methanol). Conditions: time 30 minute. Product: C(C)OC1=C(C=NC2=CC=C(C=C12)CO)S(=O)(=O)C ((4-ethoxy-3-methanesulfonyl-quinolin-6-yl)-methanol). RXN SMILES: C([O:3][C:4]([C:6]1[CH:7]=[C:8]2[C:13](=[CH:14][CH:15]=1)[N:12]=[CH:11][C:10]([S:16]([CH3:19])(=[O:18])=[O:17])=[C:9]2[O:20][CH2:21][CH3:22])=O)C.CC(C)=O.C(=O)=O.CC(C[AlH]CC(C)C)C>ClCCl.C1(C)C=CC=CC=1.CO>[CH2:21]([O:20][C:9]1[C:8]2[C:13](=[CH:14][CH:15]=[C:6]([CH2:4][OH:3])[CH:7]=2)[N:12]=[CH:11][C:10]=1[S:16]([CH3:19])(=[O:18])=[O:17])[CH3:22]. Procedure: A solution of 4-ethoxy-3-methanesulfonyl-quinoline-6-carboxylic acid ethyl ester (example 74a) in anhydrous dichloromethane (500 mL) was cooled to −78 degrees by acetone and dry-ice bath. DIBAL-H in toluene (1M, 50.8 mL, 50.8 m mol) was added dropwise into the above solution. The solution was allowed to react at −78 degrees for 4 hours. Then methanol was added to the reaction mixture. The resulted reaction mixture was stirred at −78 degrees for another 30 min, and then warmed to room temperature... The reactants are O=C1CCC(=O)N1Br, Cc1cc(C)n2nccc2n1, ClC(Cl)Cl, [K+], [OH-]. Product: Cc1cc(C)n2ncc(Br)c2n1. RXN SMILES: [Br:12][N:13]1[C:14](=[O:15])[CH2:16][CH2:17][C:18]1=[O:19].[CH3:1][c:2]1[n:3][c:4]2[n:5]([c:6]([CH3:8])[cH:7]1)[n:9][cH:10][cH:11]2.[Cl:22][CH:23]([Cl:24])[Cl:25].[K+:21].[OH-:20]>>[CH3:1][c:2]1[n:3][c:4]2[n:5]([c:6]([CH3:8])[cH:7]1)[n:9][cH:10][c:11]2[Br:12]. Reactants: CCOC(C)=O, COCCOc1cccc([N+](=O)[O-])c1N, CCO, [Na+], [OH-]. Yields the product COCCOc1cccc(N)c1N. Reaction SMILES: [CH3:18][CH2:19][O:20][C:21](=[O:22])[CH3:23].[CH3:1][O:2][CH2:3][CH2:4][O:5][c:6]1[c:7]([NH2:15])[c:8]([N+:12]([O-:13])=[O:14])[cH:9][cH:10][cH:11]1.[CH3:24][CH2:25][OH:26].[Na+:17].[OH-:16]>>[CH3:1][O:2][CH2:3][CH2:4][O:5][c:6]1[c:7]([NH2:15])[c:8]([NH2:12])[cH:9][cH:10][cH:11]1. Reactants: Cc1cc(COC2CCCCO2)ccc1Cc1ccccc1, CO, Cl. As a reaction SMILES: [CH2:1]([c:2]1[cH:3][cH:4][cH:5][cH:6][cH:7]1)[c:8]1[c:9]([CH3:22])[cH:10][c:11]([CH2:12][O:13][CH:14]2[CH2:15][CH2:16][CH2:17][CH2:18][O:19]2)[cH:20][cH:21]1.[CH3:24][OH:25].[ClH:23]>>[CH2:1]([c:2]1[cH:3][cH:4][cH:5][cH:6][cH:7]1)[c:8]1[c:9]([CH3:22])[cH:10][c:11]([CH2:12][OH:13])[cH:20][cH:21]1. The product is Cc1cc(CO)ccc1Cc1ccccc1. The reactants are [C-]#N, Cl, Cl[Cu]Cl, O=N[O-], CCOc1cc(N)ccc1C(=O)O, [Na+], [Na+], [Na+], N#C[Na], O=C([O-])[O-], O=N[O-], O. Yields the product CCOc1cc(C#N)ccc1C(=O)O. Reaction SMILES: [C-:30]#[N:31].[ClH:32].[Cu:34]([Cl:35])[Cl:36].[N:14]([O-:15])=[O:16].[NH2:1][c:2]1[cH:3][c:4]([O:11][CH2:12][CH3:13])[c:5]([C:6](=[O:7])[OH:8])[cH:9][cH:10]1.[Na+:17].[Na+:18].[Na+:19].[Na:24][C:25]#[N:26].[O-:20][C:21](=[O:22])[O-:23].[O-:27][N:28]=[O:29].[OH2:33]>>[c:2]1([C:25]#[N:26])[cH:3][c:4]([O:11][CH2:12][CH3:13])[c:5]([C:6](=[O:7])[OH:8])[cH:9][cH:10]1.